Dataset: the Open Reaction Database (ORD), a public repository of structured organic reaction records. Task: describe an organic reaction: reactants, conditions, products, and yield Starting materials: COC=1C=C(CN2C=NC=3C2=NC=C(C3)C3=NOC(=N3)C3CCN(CC3)C(=O)OC(C)(C)C)C=CC1OCC=1C=NC(=CC1)OC (tert-butyl 4-(3-(3-(3-methoxy-4-((6-methoxypyridin-3-yl)methoxy)benzyl)-3H-imidazo[4,5-b]pyridin-6-yl)-1,2,4-oxadiazol-5-yl)piperidine-1-carboxylate), FC(C(=O)O)(F)F (trifluoroacetic acid). The solvent is C([O-])([O-])=O.[Na+].[Na+] (sodium carbonate), ClCCl (dichloromethane). Run at time 1 hour. The product is COC=1C=C(CN2C=NC=3C2=NC=C(C3)C3=NOC(=N3)C3CCNCC3)C=CC1OCC=1C=NC(=CC1)OC (3-(3-(3-Methoxy-4-((6-methoxypyridin-3-yl)methoxy)benzyl)-3H-imidazo[4,5-b]pyridin-6-yl)-5-(piperidin-4-yl)-1,2,4-oxadiazole). Isolated yield 57.7%. Reaction SMILES: [CH3:1][O:2][C:3]1[CH:4]=[C:5]([CH:34]=[CH:35][C:36]=1[O:37][CH2:38][C:39]1[CH:40]=[N:41][C:42]([O:45][CH3:46])=[CH:43][CH:44]=1)[CH2:6][N:7]1[C:11]2=[N:12][CH:13]=[C:14]([C:16]3[N:20]=[C:19]([CH:21]4[CH2:26][CH2:25][N:24](C(OC(C)(C)C)=O)[CH2:23][CH2:22]4)[O:18][N:17]=3)[CH:15]=[C:10]2[N:9]=[CH:8]1.FC(F)(F)C(O)=O>ClCCl.C(=O)([O-])[O-].[Na+].[Na+]>[CH3:1][O:2][C:3]1[CH:4]=[C:5]([CH:34]=[CH:35][C:36]=1[O:37][CH2:38][C:39]1[CH:40]=[N:41][C:42]([O:45][CH3:46])=[CH:43][CH:44]=1)[CH2:6][N:7]1[C:11]2=[N:12][CH:13]=[C:14]([C:16]3[N:20]=[C:19]([CH:21]4[CH2:26][CH2:25][NH:24][CH2:23][CH2:22]4)[O:18][N:17]=3)[CH:15]=[C:10]2[N:9]=[CH:8]1 |f:3.4.5|. Procedure details: To a stirred solution of tert-butyl 4-(3-(3-(3-methoxy-4-((6-methoxypyridin-3-yl)methoxy)benzyl)-3H-imidazo[4,5-b]pyridin-6-yl)-1,2,4-oxadiazol-5-yl)piperidine-1-carboxylate (0.14 g, 0.22 mmol) in dichloromethane (20 mL) was added trifluoroacetic acid (0.20 g, 1.79 mmol). The reaction mixture was allowed to stir at room temperature. After 1 h, the mixture was diluted with cold saturated sodium carbonate solution. The phases were separated, and the aqueous phase extracted with dichloromethane. Th... Starting materials: ice water, C(C)OC(CNC1=CC(=C(C(=C1)Cl)OC1=CC(=C(C=C1)OC)C(C)CC)Cl)=O ([4-(3-sec-Butyl-4-methoxy-phenoxy)-3,5-dichloro-phenylamino]-acetic acid ethyl ester), BrCC(=O)OCC (ethyl bromoacetate), C(C)(C)N(CC)C(C)C (diisopropylethylamine). Solvent: CN(C)C=O (DMF), C(C)(=O)OCC (ethyl acetate). The product is C(C)OC(CN(CC(=O)OCC)C1=CC(=C(C(=C1)Cl)OC1=CC(=C(C=C1)OC)C(C)CC)Cl)=O ({[4-(3-sec-Butyl-4-methoxy-phenoxy)-3,5-dichloro-phenyl]-ethoxycarbonylmethyl-amino}-acetic acid ethyl ester). Yield: 48.1%. RXN SMILES: [CH2:1]([O:3][C:4](=[O:28])[CH2:5][NH:6][C:7]1[CH:12]=[C:11]([Cl:13])[C:10]([O:14][C:15]2[CH:20]=[CH:19][C:18]([O:21][CH3:22])=[C:17]([CH:23]([CH2:25][CH3:26])[CH3:24])[CH:16]=2)=[C:9]([Cl:27])[CH:8]=1)[CH3:2].Br[CH2:30][C:31]([O:33][CH2:34][CH3:35])=[O:32].C(N(C(C)C)CC)(C)C>CN(C=O)C.C(OCC)(=O)C>[CH2:1]([O:3][C:4](=[O:28])[CH2:5][N:6]([C:7]1[CH:12]=[C:11]([Cl:13])[C:10]([O:14][C:15]2[CH:20]=[CH:19][C:18]([O:21][CH3:22])=[C:17]([CH:23]([CH2:25][CH3:26])[CH3:24])[CH:16]=2)=[C:9]([Cl:27])[CH:8]=1)[CH2:30][C:31]([O:33][CH2:34][CH3:35])=[O:32])[CH3:2]. Procedure: To [4-(3-sec-Butyl-4-methoxy-phenoxy)-3,5-dichloro-phenylamino]-acetic acid ethyl ester (Example 2, step 2) (48.0 g, 0.11 mol), ethyl bromoacetate (188 g, 1.12 mol) and diisopropylethylamine (145.57 g, 1.12 mol) in DMF (480 mL) were stirred at 120° C. for 18 h. The reaction mixture was poured in to ice-water. The product was taken up in ethyl acetate, washed with water, brine, dried over sodium sulphate, filtered and concentrated to give the crude product, which was purified by column chromatogr... Reactants: OCC=1C=CC2=C(CC(O2)C)C1 (5-hydroxymethyl-2-methyl-2,3-dihydrobenzofuran). Reagents/catalysts: [O-2].[O-2].[Mn+4] (manganese dioxide). The solvent is C(Cl)Cl (methylene dichloride). Run at time 8 hour. The product is C(=O)C=1C=CC2=C(CC(O2)C)C1 (5-Formyl-2-methyl-2,3-dihydrobenzofuran). RXN SMILES: [OH:1][CH2:2][C:3]1[CH:4]=[CH:5][C:6]2[O:10][CH:9]([CH3:11])[CH2:8][C:7]=2[CH:12]=1>C(Cl)Cl.[O-2].[O-2].[Mn+4]>[CH:2]([C:3]1[CH:4]=[CH:5][C:6]2[O:10][CH:9]([CH3:11])[CH2:8][C:7]=2[CH:12]=1)=[O:1] |f:2.3.4|. Procedure: To a magnetically stirred solution of 680 mg (4.14 mmole) 5-hydroxymethyl-2-methyl-2,3-dihydrobenzofuran in 100 ml methylene dichloride was added 5.44 g manganese dioxide in one portion and the mixture stirred at room temperature overnight or until the reaction was complete as evidenced by thin-layer chromatography. The mixture was then filtered and the solvent evaporated to provide the title compound in quantitative yield. 1H-NMR(CDCl3)ppm(delta): 1.6 (d, 3H), 2.7-3.6 (m, 1H), 5.1 (m, 2H), 6.8 ... Starting materials: NC=1SC2=C(N1)CCC(C2)C(=O)N2CCC(=CC2)C2=CC=CC=C2 ((±)-1-[(2-amino-4,5,6,7-tetrahydro-6-benzothiazolyl)-carbonyl]-1,2,3,6-tetrahydro-4-phenylpyridine), ice, [Cl-].[Al+3].[Cl-].[Cl-] (aluminum chloride), [Cl-].[Al+3].[Li+].[Cl-].[Cl-].[Cl-] (lithium aluminum chloride). Run in O1CCCC1 (tetrahydrofuran), C(C)OCC (diethyl ether), O1CCCC1 (tetrahydrofuran), C(C)OCC (diethyl ether). Reaction conditions: time 15 minute. Yields the product C1(=CC=CC=C1)C=1CCN(CC1)CC1CC2=C(N=C(S2)N)CC1 ((±)-6-[(3,6-Dihydro-4-phenyl-1(2H)-pyridinyl)methyl]-4,5,6,7-tetrahydro-2-benzothiazolamine). As a reaction SMILES: [Cl-].[Al+3].[Cl-].[Cl-].[Cl-].[Al+3].[Li+].[Cl-].[Cl-].[Cl-].[NH2:11][C:12]1[S:13][C:14]2[CH2:20][CH:19]([C:21]([N:23]3[CH2:28][CH:27]=[C:26]([C:29]4[CH:34]=[CH:33][CH:32]=[CH:31][CH:30]=4)[CH2:25][CH2:24]3)=O)[CH2:18][CH2:17][C:15]=2[N:16]=1>C(OCC)C.O1CCCC1>[C:29]1([C:26]2[CH2:27][CH2:28][N:23]([CH2:21][CH:19]3[CH2:18][CH2:17][C:15]4[N:16]=[C:12]([NH2:11])[S:13][C:14]=4[CH2:20]3)[CH2:24][CH:25]=2)[CH:30]=[CH:31][CH:32]=[CH:33][CH:34]=1 |f:0.1.2.3,4.5.6.7.8.9|. Procedure details: An ice-cold solution of aluminum chloride (0.80 g) in 20 ml of diethyl ether is added dropwise to a suspension of lithium aluminum chloride (0.65 g) in 30 ml of tetrahydrofuran and 30 ml of diethyl ether under nitrogen. The mixture is stirred at room temperature for 15 minutes and a solution of (±)-1-[(2-amino-4,5,6,7-tetrahydro-6-benzothiazolyl)-carbonyl]-1,2,3,6-tetrahydro-4-phenylpyridine (3.5 g) (Example 6a) in 50 ml of tetrahydrofuran is added dropwise. The reaction mixture is stirred at 40... The reactants are solution, Cl (hydrogen chloride), ClC1=C(C=CC=C1)C(C[N+](=O)[O-])NC(OC(C)(C)C)=O (tert-butyl [1-(2-chlorophenyl)-2-nitroethyl]carbamate). Run in O1CCOCC1 (dioxane), ClCCl (dichloromethane). Reaction conditions: time 2 hour. Product: Cl.ClC1=C(C=CC=C1)C(C[N+](=O)[O-])N (1-(2-Chlorophenyl)-2-nitroethanamine hydrochloride). Reaction SMILES: Cl.[Cl:2][C:3]1[CH:8]=[CH:7][CH:6]=[CH:5][C:4]=1[CH:9]([NH:14]C(=O)OC(C)(C)C)[CH2:10][N+:11]([O-:13])=[O:12]>O1CCOCC1.ClCCl>[ClH:2].[Cl:2][C:3]1[CH:8]=[CH:7][CH:6]=[CH:5][C:4]=1[CH:9]([NH2:14])[CH2:10][N+:11]([O-:13])=[O:12] |f:4.5|. Procedure details: 10 ml of a 4 N solution of hydrogen chloride in dioxane were added to a solution of 1.037 g (3.45 mmol) of tert-butyl [1-(2-chlorophenyl)-2-nitroethyl]carbamate [see, for example, Tetrahedron Lett. 2009, 50 (9), 1016] in 10 ml of dichloromethane, and the mixture was stirred at RT for 2 h. The volatile components were then removed on a rotary evaporator. 5 ml of dichloromethane were added to the residue, and the mixture was once more freed from the solvent on a rotary evaporator and then dried un... Reactants: C(C)OCCO (2-ethoxyethanol), C1(=CC=C(C=C1)S(=O)(=O)Cl)C (p-toluenesulfonyl chloride), C(C)(=O)OCC (Ethyl acetate). Run in N1=CC=CC=C1 (pyridine). The product is C(C)OCCC1=C(C=CC(=C1)S(=O)(=O)O)C (2-Ethoxyethyl p-toluenesulfonic acid). Isolated yield 56.0%. As a reaction SMILES: [CH2:1]([O:3][CH2:4][CH2:5]O)[CH3:2].[C:7]1([CH3:17])[CH:12]=[CH:11][C:10]([S:13](Cl)(=[O:15])=[O:14])=[CH:9][CH:8]=1.C(OCC)(=[O:20])C>N1C=CC=CC=1>[CH2:1]([O:3][CH2:4][CH2:5][C:8]1[CH:9]=[C:10]([S:13]([OH:20])(=[O:15])=[O:14])[CH:11]=[CH:12][C:7]=1[CH3:17])[CH3:2]. Reported procedure: 2 g of 2-ethoxyethanol were dissolved in 40 ml of pyridine, to which 5.66 g of p-toluenesulfonyl chloride was added under ice-cooling conditions, followed by raising to room temperature. Ethyl acetate was added, followed by washing with water and a saturated sodium hydrogencarbonate aqueous solution and drying with anhydrous magnesium sulfate. This was filtered and, after removal of the solvent by distillation, the resultant residue was subjected to silica gel column chromatography (developing s... The reactants are CCOC(=O)c1sc(-c2ccccc2)nc1N1CCCCC1, CNOC, C[Al+]C, [Cl-], ClCCl, Cl. Product: CON(C)C(=O)c1sc(-c2ccccc2)nc1N1CCCCC1. As a reaction SMILES: [CH2:10]([O:11][C:13](=[O:14])[c:15]1[c:16]([N:26]2[CH2:27][CH2:28][CH2:29][CH2:30][CH2:31]2)[n:17][c:18](-[c:20]2[cH:21][cH:22][cH:23][cH:24][cH:25]2)[s:19]1)[CH3:12].[CH3:2][NH:3][O:4][CH3:5].[CH3:7][Al+:8][CH3:9].[Cl-:6].[Cl:32][CH2:33][Cl:34].[ClH:1]>>[CH3:2][N:3]([O:4][CH3:5])[C:13](=[O:14])[c:15]1[c:16]([N:26]2[CH2:27][CH2:28][CH2:29][CH2:30][CH2:31]2)[n:17][c:18](-[c:20]2[cH:21][cH:22][cH:23][cH:24][cH:25]2)[s:19]1. The reactants are C1CCC2=NCCCN2CC1 (DBU), BrC=1C(=NC=C(C1)C)NC1=C(C=CC(=C1)Cl)OCC1CCN(CC1)C (3-bromo-N-(5-chloro-2-((1-methylpiperidin-4-yl)methoxy)phenyl)-5-methylpyridin-2-amine). Reagents/catalysts: CC(=O)[O-].CC(=O)[O-].[Pd+2] (Pd(OAc)2). Solvent: CN(C)C=O (DMF). Conditions: temperature 155 celsius, time 6 hour. Product: ClC1=C2C3=C(NC2=C(C=C1)OCC1CCN(CC1)C)N=CC(=C3)C (5-chloro-3-methyl-8-((1-methylpiperidin-4-yl)methoxy)-9H-pyrido[2,3-b]indole). Yield: 65.0%. As a reaction SMILES: Br[C:2]1[C:3]([NH:9][C:10]2[CH:15]=[C:14]([Cl:16])[CH:13]=[CH:12][C:11]=2[O:17][CH2:18][CH:19]2[CH2:24][CH2:23][N:22]([CH3:25])[CH2:21][CH2:20]2)=[N:4][CH:5]=[C:6]([CH3:8])[CH:7]=1.C1CCN2C(=NCCC2)CC1>CC([O-])=O.CC([O-])=O.[Pd+2].CN(C=O)C>[Cl:16][C:14]1[CH:13]=[CH:12][C:11]([O:17][CH2:18][CH:19]2[CH2:24][CH2:23][N:22]([CH3:25])[CH2:21][CH2:20]2)=[C:10]2[C:15]=1[C:2]1[CH:7]=[C:6]([CH3:8])[CH:5]=[N:4][C:3]=1[NH:9]2 |f:2.3.4|. Procedure details: To a stirred solution of Compound 174 (450 mg, 1.06 mmol) in anhydrous and degassed DMF (3 mL), were added Pd(OAc)2 (59 mg, 0.26 mmol) and DBU (0.48 mL, 3.18 mmol), under nitrogen. After being stirred for 6 h. at 155° C. the reaction was quenched by addition of water (5 mL). The solid precipitates out was filtered and washed thoroughly with water. The residue was dried under vacuum and purified by flash chromatography to furnish Compound 175 (237 mg, 65%).